This data is from the Open Reaction Database (ORD), a public repository of structured organic reaction records. The task is: describe an organic reaction: reactants, conditions, products, and yield Reactants: CN(C)CCCN1C=2C=CC=CC2CCC3=C1C=CC=C3.C=1C=CC=2C(C1)=CC(=C(C2CC3=C4C=CC=CC4=CC(=C3O)C(=O)O)O)C(=O)O (imipramine pamoate). The solvent is C1(=CC=CC=C1)C (toluene), C1(=CC=CC=C1)C (toluene). Reaction conditions: time 3 hour. The product is C(CCCCCCCCCCCCCCCCC)N (octadecylamine), white solid. The yield is 100.0%. As a reaction SMILES: CN(CCC[N:7]1[C:17]2[CH:18]=[CH:19][CH:20]=[CH:21][C:16]=2[CH2:15][CH2:14][C:13]2[CH:12]=[CH:11][CH:10]=[CH:9][C:8]1=2)C.[CH:22]1[CH:23]=CC2[C:26](=CC(C(O)=O)=C(O)C=2CC2C(O)=C(C(O)=O)C=C3C=2C=CC=C3)[CH:27]=1>C1(C)C=CC=CC=1>[CH2:17]([NH2:7])[CH2:18][CH2:19][CH2:20][CH2:21][CH2:16][CH2:15][CH2:14][CH2:13][CH2:12][CH2:11][CH2:10][CH2:9][CH2:8][CH2:23][CH2:22][CH2:27][CH3:26] |f:0.1|. Reported procedure: To a 100 mL round-bottom flask equipped with a magnetic stir bar and addition funnel was charged 730 mg (0.769 mmol) imipramine pamoate, (2:1) salt (prepared as described in King, et al.) in 10.7 g toluene to form a suspension. A solution of 207.3 mg (0.769 mmol) octadecylamine in 12.5 g toluene was prepared and added dropwise to the above suspension over 1 hour. The suspension was stirred for an additional 3 hours and the solids collected by filtration through a medium fritted filter. The produ...